From a dataset of the Open Reaction Database (ORD), a public repository of structured organic reaction records. describe an organic reaction: reactants, conditions, products, and yield Reactants: ClCCC1=C(C(=O)Cl)C=CC(=C1)OC (2-(2-Chloroethyl)-4-methoxybenzoyl chloride), NC1=CC(=C(C=C1)N1C[C@@H](CC1)N(C)C)F ([(R)-1-(4-amino-2-fluorophenyl)pyrrolidin-3-yl]dimethylamine). The product is CN([C@H]1CN(CC1)C1=C(C=C(C=C1)N1C(C2=CC=C(C=C2CC1)OC)=O)F)C (2-[4-((R)-3-Dimethylaminopyrrolidin-1-yl)-3-fluorophenyl]-6-methoxy-3,4-dihydro-2H-isoquinolin-1-one). Reaction SMILES: Cl[CH2:2][CH2:3][C:4]1[CH:12]=[C:11]([O:13][CH3:14])[CH:10]=[CH:9][C:5]=1[C:6](Cl)=[O:7].[NH2:15][C:16]1[CH:21]=[CH:20][C:19]([N:22]2[CH2:26][CH2:25][C@@H:24]([N:27]([CH3:29])[CH3:28])[CH2:23]2)=[C:18]([F:30])[CH:17]=1>>[CH3:28][N:27]([CH3:29])[C@@H:24]1[CH2:25][CH2:26][N:22]([C:19]2[CH:20]=[CH:21][C:16]([N:15]3[CH2:2][CH2:3][C:4]4[C:5](=[CH:9][CH:10]=[C:11]([O:13][CH3:14])[CH:12]=4)[C:6]3=[O:7])=[CH:17][C:18]=2[F:30])[CH2:23]1. Reported procedure: 2-(2-Chloroethyl)-4-methoxybenzoyl chloride was reacted with [(R)-1-(4-amino-2-fluorophenyl)pyrrolidin-3-yl]dimethylamine by method A. The product with the molecular weight of 383.47 (C22H26FN3O2) was obtained in this way; MS (ESI): 384 (M+H+). Starting materials: CCCCCCCCC=CCCCCCCCC(=O)Nc1ccccc1O, CC1(C)OCC(C)(C)C(C(=O)NCCC(=O)O)O1, CN(C)c1ccncc1, Cc1ccccc1, C(=NC1CCCCC1)=NC1CCCCC1. Yields the product CCCCCCCCC=CCCCCCCCC(=O)Nc1ccccc1OC(=O)CCNC(=O)C1OC(C)(C)OCC1(C)C. Reaction SMILES: [C:1]([CH2:2][CH2:3][CH2:4][CH2:5][CH2:6][CH2:7][CH2:8][CH:9]=[CH:10][CH2:11][CH2:12][CH2:13][CH2:14][CH2:15][CH2:16][CH2:17][CH3:18])(=[O:19])[NH:20][c:21]1[c:22]([OH:27])[cH:23][cH:24][cH:25][cH:26]1.[CH3:28][C:29]1([CH3:45])[O:30][CH2:31][C:32]([CH3:43])([CH3:44])[CH:33]([C:35](=[O:36])[NH:37][CH2:38][CH2:39][C:40](=[O:41])[OH:42])[O:34]1.[CH3:61][N:62]([CH3:63])[c:64]1[cH:65][cH:66][n:67][cH:68][cH:69]1.[CH3:70][c:71]1[cH:72][cH:73][cH:74][cH:75][cH:76]1.[CH:46]1([N:47]=[C:48]=[N:49][CH:50]2[CH2:51][CH2:52][CH2:53][CH2:54][CH2:55]2)[CH2:56][CH2:57][CH2:58][CH2:59][CH2:60]1>>[C:1]([CH2:2][CH2:3][CH2:4][CH2:5][CH2:6][CH2:7][CH2:8][CH:9]=[CH:10][CH2:11][CH2:12][CH2:13][CH2:14][CH2:15][CH2:16][CH2:17][CH3:18])(=[O:19])[NH:20][c:21]1[c:22]([O:27][C:40]([CH2:39][CH2:38][NH:37][C:35]([CH:33]2[C:32]([CH3:43])([CH3:44])[CH2:31][O:30][C:29]([CH3:28])([CH3:45])[O:34]2)=[O:36])=[O:41])[cH:23][cH:24][cH:25][cH:26]1. The reactants are CS(=O)(=O)O, CN(C)C=O, N#C[Na], CS(=O)(=O)OCC1CCC2CN(c3noc4ccccc34)CCN2C1. Product: N#CCC1CCC2CN(c3noc4ccccc34)CCN2C1. As a reaction SMILES: [CH3:1][S:2]([OH:3])(=[O:4])=[O:5].[CH3:34][N:35]([CH3:36])[CH:37]=[O:38].[Na:31][C:32]#[N:33].[o:6]1[n:7][c:8]([N:15]2[CH2:16][CH:17]3[N:18]([CH2:19][CH2:20]2)[CH2:21][CH:22]([CH2:25][O:26][S:27]([CH3:28])(=[O:29])=[O:30])[CH2:23][CH2:24]3)[c:9]2[c:10]1[cH:11][cH:12][cH:13][cH:14]2>>[o:6]1[n:7][c:8]([N:15]2[CH2:16][CH:17]3[N:18]([CH2:19][CH2:20]2)[CH2:21][CH:22]([CH2:25][C:32]#[N:33])[CH2:23][CH2:24]3)[c:9]2[c:10]1[cH:11][cH:12][cH:13][cH:14]2. The reactants are COC(=O)c1nccn2cc(-c3ccc(F)cc3F)nc12, CO, ClCCl, Cl, [Na+], O=C([O-])O. Yields the product Fc1ccc(-c2cn3ccncc3n2)c(F)c1. Reaction SMILES: [CH3:1][O:2][C:3](=[O:4])[c:5]1[c:6]2[n:7]([cH:8][cH:9][n:10]1)[cH:11][c:12](-[c:14]1[c:15]([F:21])[cH:16][c:17]([F:20])[cH:18][cH:19]1)[n:13]2.[CH3:22][OH:23].[Cl:30][CH2:31][Cl:32].[ClH:24].[Na+:29].[O-:25][C:26]([OH:27])=[O:28]>>[cH:5]1[c:6]2[n:7]([cH:8][cH:9][n:10]1)[cH:11][c:12](-[c:14]1[c:15]([F:21])[cH:16][c:17]([F:20])[cH:18][cH:19]1)[n:13]2. Reactants: FC1(CC(C1)C1=NC2=C(N1)C=CC=C2)F (2-(3,3-difluorocyclobutyl)-1H-benzo[d]imidazole), BrCC1=CC2=C(/C(/C3=C(OC2)C=C(C=C3)F)=C(\C#N)/C)C=C1 ((E)-2-[8-(bromomethyl)-3-fluorodibenzo[b,e]oxepin-11(6H)-ylidene]propanenitrile). Product: FC1(CC(C1)C1=NC2=C(N1CC1=CC3=C(/C(/C4=C(OC3)C=C(C=C4)F)=C(\C#N)/C)C=C1)C=CC=C2)F ((E)-2-(8-{[2-(3,3-difluorocyclobutyl)-1H-benzo[d]imidazol-1-yl]methyl}-3-fluorodibenzo[b,e]oxepin-11(6H)-ylidene)propanenitrile). Isolated yield 96.9%. Reaction SMILES: [F:1][C:2]1([F:15])[CH2:5][CH:4]([C:6]2[NH:10][C:9]3[CH:11]=[CH:12][CH:13]=[CH:14][C:8]=3[N:7]=2)[CH2:3]1.Br[CH2:17][C:18]1[CH:37]=[CH:36][C:21]2/[C:22](=[C:32](/[CH3:35])\[C:33]#[N:34])/[C:23]3[CH:30]=[CH:29][C:28]([F:31])=[CH:27][C:24]=3[O:25][CH2:26][C:20]=2[CH:19]=1>>[F:15][C:2]1([F:1])[CH2:3][CH:4]([C:6]2[N:7]([CH2:17][C:18]3[CH:37]=[CH:36][C:21]4/[C:22](=[C:32](/[CH3:35])\[C:33]#[N:34])/[C:23]5[CH:30]=[CH:29][C:28]([F:31])=[CH:27][C:24]=5[O:25][CH2:26][C:20]=4[CH:19]=3)[C:8]3[CH:14]=[CH:13][CH:12]=[CH:11][C:9]=3[N:10]=2)[CH2:5]1. Procedure details: [step 3] Using 2-(3,3-difluorocyclobutyl)-1H-benzo[d]imidazole (57 mg, 0.27 mmol) obtained in step 2 and (E)-2-[8-(bromomethyl)-3-fluorodibenzo[b,e]oxepin-11(6H)-ylidene]propanenitrile (100 mg, 0.28 mmol) obtained in Reference Example 1, and in the same manner as in Reference Example 1A, the title compound (127 mg, 96%) was obtained. Product: COC1=NC(=NC(=C1)OC)OC1=C(C(=O)[O-])C(=CC=C1)OC1=NC(=CC(=N1)OC)OC.[NH4+] (Ammonium 2,6-bis[(4,6-dimethoxypyrimidin-2-yl)oxy]benzoate). Procedure details: 2,6-bis[(4,6-dimethoxypyrimidin-2-yl)oxy]benzoic acid (5.1 g) and 28% aqueous ammonia (1.7 g) were mixed with a solvent mixture of THF/ethanol. Precipitated crystals were washed with acetone to obtain the above .drentified compound as white crystals (3.7 g). (Melting point: 135-140° C. Isolated yield 69.8%. Solvent: C1CCOC1.C(C)O (THF ethanol). Starting materials: COC1=NC(=NC(=C1)OC)OC1=C(C(=O)O)C(=CC=C1)OC1=NC(=CC(=N1)OC)OC (2,6-bis[(4,6-dimethoxypyrimidin-2-yl)oxy]benzoic acid), N (ammonia). RXN SMILES: [CH3:1][O:2][C:3]1[CH:8]=[C:7]([O:9][CH3:10])[N:6]=[C:5]([O:11][C:12]2[CH:20]=[CH:19][CH:18]=[C:17]([O:21][C:22]3[N:27]=[C:26]([O:28][CH3:29])[CH:25]=[C:24]([O:30][CH3:31])[N:23]=3)[C:13]=2[C:14]([OH:16])=[O:15])[N:4]=1.[NH3:32]>C1COCC1.C(O)C>[CH3:29][O:28][C:26]1[CH:25]=[C:24]([O:30][CH3:31])[N:23]=[C:22]([O:21][C:17]2[CH:18]=[CH:19][CH:20]=[C:12]([O:11][C:5]3[N:4]=[C:3]([O:2][CH3:1])[CH:8]=[C:7]([O:9][CH3:10])[N:6]=3)[C:13]=2[C:14]([O-:16])=[O:15])[N:27]=1.[NH4+:32] |f:2.3,4.5|.